This data is from the Open Reaction Database (ORD), a public repository of structured organic reaction records. The task is: describe an organic reaction: reactants, conditions, products, and yield The reactants are C=O, COc1cccc(CCN)c1, Cl, O. Product: COc1ccc2c(c1)CCNC2, Cl. Reaction SMILES: [CH2:12]=[O:13].[CH3:1][O:2][c:3]1[cH:4][c:5]([CH2:6][CH2:7][NH2:8])[cH:9][cH:10][cH:11]1.[ClH:14].[OH2:15]>>[CH3:1][O:2][c:3]1[cH:4][c:5]2[c:9]([cH:10][cH:11]1)[CH2:12][NH:8][CH2:7][CH2:6]2.[ClH:14].